Dataset: the Open Reaction Database (ORD), a public repository of structured organic reaction records. Task: describe an organic reaction: reactants, conditions, products, and yield As a reaction SMILES: [C:1]([CH3:2])([CH3:3])([CH3:4])[O:5][C:6]([NH:7][c:8]1[n:9][c:10]([S:21][CH3:22])[n:11][cH:12][c:13]1-[c:14]1[c:15]([Cl:20])[cH:16][cH:17][cH:18][cH:19]1)=[O:23].[CH3:24][N:25]([CH3:26])[CH:27]=[O:28].[CH3:29][I:30].[Cl:32][CH2:33][Cl:34].[OH2:31]>>[C:1]([CH3:2])([CH3:3])([CH3:4])[O:5][C:6]([N:7]([c:8]1[n:9][c:10]([S:21][CH3:22])[n:11][cH:12][c:13]1-[c:14]1[c:15]([Cl:20])[cH:16][cH:17][cH:18][cH:19]1)[CH3:24])=[O:23]. Reactants: CSc1ncc(-c2ccccc2Cl)c(NC(=O)OC(C)(C)C)n1, CN(C)C=O, CI, ClCCl, O. The product is CSc1ncc(-c2ccccc2Cl)c(N(C)C(=O)OC(C)(C)C)n1. Reactants: C(C)OC(=O)C=1C(=NC=2CCCCC2C1)C (5,6,7,8-tetrahydro-2-methyl-3-quinolinecarboxylic acid ethyl ester), C(C1=CC=CC=C1)=O (benzaldehyde). Run in C(C)(=O)OC(C)=O (acetic anhydride). Product: C(C)OC(=O)C=1C(=NC=2C(CCCC2C1)=CC1=CC=CC=C1)C (5,6,7,8-Tetrahydro-2-methyl-8-(phenylmethylene)-3-quinolinecarboxylic acid ethyl ester). As a reaction SMILES: [CH2:1]([O:3][C:4]([C:6]1[C:7]([CH3:16])=[N:8][C:9]2[CH2:10][CH2:11][CH2:12][CH2:13][C:14]=2[CH:15]=1)=[O:5])[CH3:2].[CH:17](=O)[C:18]1[CH:23]=[CH:22][CH:21]=[CH:20][CH:19]=1>C(OC(=O)C)(=O)C>[CH2:1]([O:3][C:4]([C:6]1[C:7]([CH3:16])=[N:8][C:9]2[C:10](=[CH:17][C:18]3[CH:23]=[CH:22][CH:21]=[CH:20][CH:19]=3)[CH2:11][CH2:12][CH2:13][C:14]=2[CH:15]=1)=[O:5])[CH3:2]. Reported procedure: A solution of 5,6,7,8-tetrahydro-2-methyl-3-quinolinecarboxylic acid ethyl ester (4.4 g) and benzaldehyde (2.54 g) in acetic anhydride (13 ml) is heated at reflux temperature for 5 hours. The residue from evaporation is dissolved in aqueous tetrahydrofuran, diluted with water, and the precipitate is extracted into ethyl acetate. The extract is washed with 5 percent sodium bicarbonate solution, dried and evaporated. The residue deposited pure 5,6,7,8-tetrahydro-2-methyl-8-(phenylmethylene)-3-quin... The reactants are COC(=O)c1cc(NC(=O)c2cc([N+](=O)[O-])cn2C)cn1C, CCO, CS(C)=O, Cl, [Na+], [OH-]. The product is Cn1cc(NC(=O)c2cc([N+](=O)[O-])cn2C)cc1C(=O)O. Reaction SMILES: [CH3:1][n:2]1[c:3]([C:19](=[O:20])[O:21][CH3:22])[cH:4][c:5]([NH:7][C:8](=[O:9])[c:10]2[n:11]([CH3:18])[cH:12][c:13]([N+:15](=[O:16])[O-:17])[cH:14]2)[cH:6]1.[CH3:25][CH2:26][OH:27].[CH3:29][S:30]([CH3:31])=[O:32].[ClH:28].[Na+:24].[OH-:23]>>[CH3:1][n:2]1[c:3]([C:19](=[O:20])[OH:21])[cH:4][c:5]([NH:7][C:8](=[O:9])[c:10]2[n:11]([CH3:18])[cH:12][c:13]([N+:15](=[O:16])[O-:17])[cH:14]2)[cH:6]1. Starting materials: BrBr (bromine), C(O)([O-])=O.[Na+] (sodium hydrogen carbonate), BrC=1C=C(C=C(C1O)Br)C(C)=O (1-(3,5-dibromo-4-hydroxy-phenyl)-ethanone), C(C)OCC (diethyl ether). Run in C(C)(=O)O (Acetic acid), O1CCCC1 (tetrahydrofuran), O (water). Run at time 2 hour. The product is BrCC(=O)C1=CC(=C(C(=C1)Br)O)Br (2-bromo-1-(3,5-dibromo-4-hydroxy-phenyl)-ethanone). Yield: 51.6%. RXN SMILES: [Br:1][C:2]1[CH:3]=[C:4]([C:10](=[O:12])[CH3:11])[CH:5]=[C:6]([Br:9])[C:7]=1[OH:8].C(OCC)C.[Br:18]Br.C(=O)([O-])O.[Na+]>O1CCCC1.O.C(O)(=O)C>[Br:18][CH2:11][C:10]([C:4]1[CH:3]=[C:2]([Br:1])[C:7]([OH:8])=[C:6]([Br:9])[CH:5]=1)=[O:12] |f:3.4|. Procedure: In a 100 ml flask, 1-(3,5-dibromo-4-hydroxy-phenyl)-ethanone (1.2 g, 4.082 mmol) was dissolved in a solvent of anhydrous tetrahydrofuran: anhydrous diethyl ether (1:1, 12 ml). Acetic acid (0.4 ml) and bromine (2.1 ml, 4.082 mmol) were added thereto dropwise under nitrogen atmosphere and then stirred at room temperature for 2 hours. After completion of the reaction by adding water dropwise, the mixture was adjusted to pH 8 to 9 with saturated solution of sodium hydrogen carbonate and extracted wi... The reactants are C1(C=2C(C(N1CCOC1=CC=C(C=O)C=C1)=O)=CC=CC2)=O (4-(2-Phthalimidoethoxy)benzaldehyde). Reagents/catalysts: [Zn] (zinc). Solvent: C(C)(=O)O (acetic acid). Conditions: time 18.25 hour. Product: C1(N(CC2=CC=CC=C12)CCOC1=CC=C(CO)C=C1)=O (4-[2-(2.3-Dihydro-1H-isoindol-1-on-2-yl)ethoxy]benzyl alcohol). Reaction SMILES: [C:1]1(=O)[N:5]([CH2:6][CH2:7][O:8][C:9]2[CH:16]=[CH:15][C:12]([CH:13]=[O:14])=[CH:11][CH:10]=2)[C:4](=[O:17])[C:3]2=[CH:18][CH:19]=[CH:20][CH:21]=[C:2]12>C(O)(=O)C.[Zn]>[C:4]1(=[O:17])[C:3]2[C:2](=[CH:21][CH:20]=[CH:19][CH:18]=2)[CH2:1][N:5]1[CH2:6][CH2:7][O:8][C:9]1[CH:10]=[CH:11][C:12]([CH2:13][OH:14])=[CH:15][CH:16]=1. Procedure: 4-(2-Phthalimidoethoxy)benzaldehyde (6.8 g) was dissolved in glacial acetic acid (70 ml) at 60° C. Powdered zinc (9.1 g) was added, and the mixture heated at reflux and stirred vigorously for 18.25 hours before being filtered whilst hot, and allowed to cool to room temperature. The acetic acid was evaporated and the resulting gum dissolved in methanol (75 ml). Sodium hydroxide solution (10% w/v; 75 ml) was added, and the mixture stirred for 2 hours at room temperature, diluted with water (1 l), ...